From a dataset of the Open Reaction Database (ORD), a public repository of structured organic reaction records. describe an organic reaction: reactants, conditions, products, and yield Starting materials: BrCCCCN1C(SCC1=O)C (3-(4-bromobutyl)-2-methyl-4-thiazolidinone), CI (methyliodide), C[Si](C)(C)[N-][Si](C)(C)C.[Li+] (lithium bis(trimethylsilyl)amide), C1CCOC1 (THF), C1CCOC1 (THF), Cl (HCl). Reaction conditions: temperature -40 celsius, time 10 minute. Product: BrCCCCN1C(SC(C1=O)(C)C)C (3-(4-Bromobutyl)-2,5,5-trimethyl-4-thiazolidinone). RXN SMILES: [Br:1][CH2:2][CH2:3][CH2:4][CH2:5][N:6]1C(=O)C[S:8][CH:7]1[CH3:12].[CH3:13]I.C[Si]([N-][Si](C)(C)C)(C)C.[Li+].Cl.[CH2:26]1[CH2:30][O:29]C[CH2:27]1>>[Br:1][CH2:2][CH2:3][CH2:4][CH2:5][N:6]1[C:30](=[O:29])[C:26]([CH3:27])([CH3:13])[S:8][CH:7]1[CH3:12] |f:2.3|. Procedure details: To a -73° C. solution of 3-(4-bromobutyl)-2-methyl-4-thiazolidinone (6.00 g), methyliodide (10.99 g) and THF (50 ml) under nitrogen was added lithium bis(trimethylsilyl)amide (0.0500 mol) in THF (50 ml) at a rate to maintain the internal temperature below -55° C. The resulting solution was stirred at <-55° C. for 10 minutes, allowed to warm to -40° C., and at which temperature 1N HCl (250 ml) was added. The aqueous mixture was extracted with 25% benzene/ether (3×125 ml). The combined extracts we... Starting materials: CCOC(=O)C(=O)OCC, N#CCc1ccc(Cl)cc1, [H-], [Na+], C1CCOC1. Yields the product CCOC(=O)C(=O)C(C#N)c1ccc(Cl)cc1. As a reaction SMILES: [C:11]([C:12](=[O:13])[O:14][CH2:15][CH3:16])(=[O:17])[O:18][CH2:19][CH3:20].[Cl:1][c:2]1[cH:3][cH:4][c:5]([CH2:6][C:7]#[N:8])[cH:9][cH:10]1.[H-:21].[Na+:22].[O:23]1[CH2:24][CH2:25][CH2:26][CH2:27]1>>[Cl:1][c:2]1[cH:3][cH:4][c:5]([CH:6]([C:7]#[N:8])[C:11]([C:12](=[O:13])[O:14][CH2:15][CH3:16])=[O:17])[cH:9][cH:10]1. The reactants are CCC1(C2=C(COC1=O)C(=O)N3CC4=C(C3=C2)N=C5C=CC(=CC5=C4)[N+](=O)[O-])O (10-nitrocamptothecin), [Sn] (tin), tetrahydro, 1-acyl-tetrahydro, CCC1(C2=C(COC1=O)C(=O)N3CC4=C(C3=C2)N=C5C=CC(=CC5=C4)[N+](=O)[O-])O (10-nitrocamptothecin). The reagents and catalysts are [Zn] (zinc), [Fe] (iron). Run in [Pt]=O (platinum oxide). Product: CC[C@@]1(C2=C(COC1=O)C(=O)N3CC4=C(C3=C2)N=C5C=CC(=CC5=C4)N)O (10-aminocamptothecin). Reaction SMILES: [CH3:1][CH2:2][C:3]1([OH:29])[C:8](=[O:9])[O:7][CH2:6][C:5]2[C:10]([N:12]3[C:16](=[CH:17][C:4]1=2)[C:15]1[N:18]=[C:19]2[C:24](=[CH:25][C:14]=1[CH2:13]3)[CH:23]=[C:22]([N+:26]([O-])=O)[CH:21]=[CH:20]2)=[O:11].[Sn]>[Pt]=O.[Fe].[Zn]>[CH3:1][CH2:2][C@@:3]1([OH:29])[C:8](=[O:9])[O:7][CH2:6][C:5]2[C:10]([N:12]3[C:16](=[CH:17][C:4]1=2)[C:15]1[N:18]=[C:19]2[C:24](=[CH:25][C:14]=1[CH2:13]3)[CH:23]=[C:22]([NH2:26])[CH:21]=[CH:20]2)=[O:11] |^3:29|. Procedure: In order to obtain the product of the general formula (I') wherein R3' is an amino group, 10-nitrocamptothecin, its tetrahydro derivative or its 1-acyl-tetrahydro derivative is subjected to a conventional reductive reaction contemplated for reducing a nitro group to an amino group. Usually, Clemensen' reduction method (a combination of dilute mineral acid and tin, iron or zinc) or a catalytic reduction method is used for this purpose. Advantageously, 10-nitrocamptothecin is dissolved in a solven... Reactants: IC=1N=CN2C1CN(C(C1=C2C=CC=C1)=O)C (4,5-dihydro-3-iodo-5-methyl-6H-imidazo[1,5-a][1,4]benzodiazepin-6-one), C#CC (propyne). The reagents and catalysts are Cl[Pd]([P](C1=CC=CC=C1)(C2=CC=CC=C2)C3=CC=CC=C3)([P](C4=CC=CC=C4)(C5=CC=CC=C5)C6=CC=CC=C6)Cl (bis-(triphenylphosphine)-palladium(II) dichloride), [Cu]I (copper(I) iodide). Run in C(C)NCC (diethylamine). Product: CN1CC=2N(C3=C(C1=O)C=CC=C3)C=NC2C#CC (4,5-dihydro-5-methyl-3-(1-propynyl)-6H-imidazo[1,5-a][1,4]benzodiazepin-6-one). Reaction SMILES: I[C:2]1[N:3]=[CH:4][N:5]2[C:11]3[CH:12]=[CH:13][CH:14]=[CH:15][C:10]=3[C:9](=[O:16])[N:8]([CH3:17])[CH2:7][C:6]=12.[CH:18]#[C:19][CH3:20]>C(NCC)C.Cl[Pd](Cl)([P](C1C=CC=CC=1)(C1C=CC=CC=1)C1C=CC=CC=1)[P](C1C=CC=CC=1)(C1C=CC=CC=1)C1C=CC=CC=1.[Cu]I>[CH3:17][N:8]1[C:9](=[O:16])[C:10]2[CH:15]=[CH:14][CH:13]=[CH:12][C:11]=2[N:5]2[CH:4]=[N:3][C:2]([C:18]#[C:19][CH3:20])=[C:6]2[CH2:7]1 |^1:28,47|. Reported procedure: 6.78 g (20 mmol) of 4,5-dihydro-3-iodo-5-methyl-6H-imidazo[1,5-a][1,4]benzodiazepin-6-one was heated to 100° in a pressure tube overnight with 80 mg of bis-(triphenylphosphine)-palladium(II) dichloride, 30 mg of copper(I) iodide and about 2 ml of propyne in 60 ml of diethylamine. The reaction mixture was then evaporated and the residue was chromatographed on 300 g of silica gel while eluting with ethyl acetate. By recrystallization of the crude product from ethanol there was obtained 4,5-dihydro... The reactants are NC(CC(C(=O)OCC)C)C1=C(C=CC=C1OC)F (ethyl 4-amino-4-(2-fluoro-6-methoxyphenyl)-2-methylbutanoate), C1(=CC=C(C=C1)C=1SC=C(N1)C=O)C (2-(p-tolyl)thiazole-4-carbaldehyde). Yields the product FC1=C(C(=CC=C1)OC)C1CC(C(N1CC=1N=C(SC1)C1=CC=C(C=C1)C)=O)C (5-(2-fluoro-6-methoxyphenyl)-3-methyl-1-((2-(p-tolyl)thiazol-4-yl)methyl)pyrrolidin-2-one). RXN SMILES: [NH2:1][CH:2]([C:11]1[C:16]([O:17][CH3:18])=[CH:15][CH:14]=[CH:13][C:12]=1[F:19])[CH2:3][CH:4]([CH3:10])[C:5]([O:7]CC)=O.[C:20]1([CH3:33])[CH:25]=[CH:24][C:23]([C:26]2[S:27][CH:28]=[C:29]([CH:31]=O)[N:30]=2)=[CH:22][CH:21]=1>>[F:19][C:12]1[CH:13]=[CH:14][CH:15]=[C:16]([O:17][CH3:18])[C:11]=1[CH:2]1[N:1]([CH2:31][C:29]2[N:30]=[C:26]([C:23]3[CH:24]=[CH:25][C:20]([CH3:33])=[CH:21][CH:22]=3)[S:27][CH:28]=2)[C:5](=[O:7])[CH:4]([CH3:10])[CH2:3]1. Procedure: Prepared according to the described general procedure 2 (GP2) by reaction of ethyl 4-amino-4-(2-fluoro-6-methoxyphenyl)-2-methylbutanoate with commercially available 2-(p-tolyl)thiazole-4-carbaldehyde. Subsequent purification by preparative HPLC afforded the target compound. LC-MS (conditions A): tR=0.94 min.; [M+H]+: 411.02 g/mol. Starting materials: [OH-].[Na+] (Sodium hydroxide), ClC1=CC=C(C=C1)C1=CC=C(C=C1)/C(=C/COC1=CC=C(C=C1)C[C@@H](C(=O)OCC)OCC)/C ((E)-(S)-ethyl 3-{4-[3-(4′-chloro-biphenyl-4-yl)-but-2-enyloxy]-phenyl}-2-ethoxy-propionate). Solvent: C(C)O (ethanol). Reaction conditions: time 18 hour. The product is ClC1=CC=C(C=C1)C1=CC=C(C=C1)/C(=C/COC1=CC=C(C=C1)C[C@@H](C(=O)O)OCC)/C ((E)-(S)-3-{4-[3-(4′-chloro-biphenyl-4-yl)-but-2-enyloxy]-phenyl}-2-ethoxy-propionic acid). Reaction SMILES: [OH-].[Na+].[Cl:3][C:4]1[CH:9]=[CH:8][C:7]([C:10]2[CH:15]=[CH:14][C:13](/[C:16](/[CH3:36])=[CH:17]/[CH2:18][O:19][C:20]3[CH:25]=[CH:24][C:23]([CH2:26][C@H:27]([O:33][CH2:34][CH3:35])[C:28]([O:30]CC)=[O:29])=[CH:22][CH:21]=3)=[CH:12][CH:11]=2)=[CH:6][CH:5]=1>C(O)C>[Cl:3][C:4]1[CH:5]=[CH:6][C:7]([C:10]2[CH:11]=[CH:12][C:13](/[C:16](/[CH3:36])=[CH:17]/[CH2:18][O:19][C:20]3[CH:25]=[CH:24][C:23]([CH2:26][C@H:27]([O:33][CH2:34][CH3:35])[C:28]([OH:30])=[O:29])=[CH:22][CH:21]=3)=[CH:14][CH:15]=2)=[CH:8][CH:9]=1 |f:0.1|. Procedure details: Sodium hydroxide (1M, 2.3 ml, 2.3 mmol) was added to a solution of (E)-(S)-ethyl 3-{4-[3-(4′-chloro-biphenyl-4-yl)-but-2-enyloxy]-phenyl}-2-ethoxy-propionate (example 52) (0.600 g, 1.25 mmol) in ethanol (10 ml) and the mixture stirred at room temperature for 18 h, then heated to 80° C. for 2 h. The resulting mixture was partitioned between water (50 ml) and ethyl acetate (50 ml) and the aqueous layer acidified to pH1 by addition of 1N HCl. The aqueous layer was separated and further extracted wi... Reactants: N1=CNC2=NC=C(C=C21)NC=O (N-(3H-Imidazo[4,5-b]pyridin-6-yl)-formamide), Cl (hydrochloric acid). Run in CO (methanol). Yields the product Cl.N1=CNC2=NC=C(C=C21)N (3H-Imidazo[4,5-b]pyridin-6-ylamine hydrochloride salt). Reaction SMILES: [N:1]1[C:9]2[C:4](=[N:5][CH:6]=[C:7]([NH:10]C=O)[CH:8]=2)[NH:3][CH:2]=1.[ClH:13]>CO>[ClH:13].[N:1]1[C:9]2[C:4](=[N:5][CH:6]=[C:7]([NH2:10])[CH:8]=2)[NH:3][CH:2]=1 |f:3.4|. Procedure details: 4.17 g of N-(3H-Imidazo[4,5-b]pyridin-6-yl)-formamide in 100 ml methanol and 100 ml concentrated hydrochloric acid were stirred 1 hr at 60° C. The solvents were evaporated and the residue dried to yield 4.3 g of the title product. Starting materials: CS(=O)(=O)NC1=CC2=C(NC(=NS2(=O)=O)CC(=O)O)C=C1 ((7-Methanesulfonylamino-1,1-dioxo-1,4-dihydro-1λ6-benzo[1,2,4]thiadiazin-3-yl)-acetic acid), Cl.CN(CCCN=C=NCC)C (1-(3-dimethylaminopropyl)-3-ethylcarbodiimide hydrochloride), CN1CCOCC1 (N-methylmorpholine), C(C)OC(=O)[C@H]1[C@H](CCC1)NCCC(C)C ((1R,2S)-2-(3-Methyl-butylamino)-cyclopentanecarboxylic acid ethyl ester), Cl (hydrochloric acid). The solvent is CN(C=O)C (N,N-dimethylformamide). Reaction conditions: temperature 25 celsius, time 7 hour. The product is crude product, C(C)OC(=O)[C@H]1[C@H](CCC1)N(CCC(C)C)C(CC1=NS(C2=C(N1)C=CC(=C2)NS(=O)(=O)C)(=O)=O)=O ((1R,2S)-2-[[2-(7-methanesulfonylamino-1,1-dioxo-1,4-dihydro-1λ6-benzo[1,2,4]thiadiazin-3-yl)-acetyl]-(3-methyl-butyl)-amino]-cyclopentanecarboxylic acid ethyl ester). Yield: 100.0%. RXN SMILES: [CH3:1][S:2]([NH:5][C:6]1[CH:21]=[CH:20][C:9]2[NH:10][C:11]([CH2:16][C:17]([OH:19])=O)=[N:12][S:13](=[O:15])(=[O:14])[C:8]=2[CH:7]=1)(=[O:4])=[O:3].[CH2:22]([O:24][C:25]([C@@H:27]1[CH2:31][CH2:30][CH2:29][C@@H:28]1[NH:32][CH2:33][CH2:34][CH:35]([CH3:37])[CH3:36])=[O:26])[CH3:23].Cl.CN(C)CCCN=C=NCC.CN1CCOCC1.Cl>CN(C)C=O>[CH2:22]([O:24][C:25]([C@@H:27]1[CH2:31][CH2:30][CH2:29][C@@H:28]1[N:32]([C:17](=[O:19])[CH2:16][C:11]1[NH:10][C:9]2[CH:20]=[CH:21][C:6]([NH:5][S:2]([CH3:1])(=[O:3])=[O:4])=[CH:7][C:8]=2[S:13](=[O:14])(=[O:15])[N:12]=1)[CH2:33][CH2:34][CH:35]([CH3:36])[CH3:37])=[O:26])[CH3:23] |f:2.3|. Procedure details: (7-Methanesulfonylamino-1,1-dioxo-1,4-dihydro-1λ6-benzo[1,2,4]thiadiazin-3-yl)-acetic acid (prepared as described in Example 1j, 0.1 g, 0.3 mmol) was dissolved in anhydrous N,N-dimethylformamide (3 mL). (1R,2S)-2-(3-Methyl-butylamino)-cyclopentanecarboxylic acid ethyl ester (0.068 g, 0.3 mmol) was added followed by 1-(3-dimethylaminopropyl)-3-ethylcarbodiimide hydrochloride (0.06 g, 0.315 mmol). Then N-methylmorpholine (0.064 g, 0.63 mmol) was added into the above reaction mixture. The mixture w...